From a dataset of the Open Reaction Database (ORD), a public repository of structured organic reaction records. describe an organic reaction: reactants, conditions, products, and yield The reactants are C(C1=CC=CC=C1)OC1=C(N)C=CC(=C1)OC1=CC=C(C=C1)S(=O)(=O)C (2-(Benzyloxy)-4-[4-(methylsulfonyl)phenoxy]aniline), N(=O)[O-].[Na+] (Sodium nitrite), CC(C(=O)OCC)C(C)=O (ethyl 2-methyl-3-oxobutanoate), [OH-].[K+] (potassium hydroxide), Cl (hydrochloric acid). Solvent: C(C)O (ethanol), O (water), C(C)#N (acetonitrile), O (water), C(C)O (ethanol), O (Water), C(C)O (ethanol). Run at temperature -5 celsius, time 30 minute. The product is C(C1=CC=CC=C1)OC1=C(C=CC(=C1)OC1=CC=C(C=C1)S(=O)(=O)C)NN=C(C(=O)OCC)C (Ethyl 2-({2-(benzyloxy)-4-[4-(methylsulfonyl)phenoxy]phenyl}hydrazono)propanoate). Yield: 91.0%. Reaction SMILES: [CH2:1]([O:8][C:9]1[CH:15]=[C:14]([O:16][C:17]2[CH:22]=[CH:21][C:20]([S:23]([CH3:26])(=[O:25])=[O:24])=[CH:19][CH:18]=2)[CH:13]=[CH:12][C:10]=1[NH2:11])[C:2]1[CH:7]=[CH:6][CH:5]=[CH:4][CH:3]=1.Cl.[N:28]([O-])=O.[Na+].[CH3:32][CH:33](C(=O)C)[C:34]([O:36][CH2:37][CH3:38])=[O:35].[OH-].[K+]>O.C(O)C.C(#N)C>[CH2:1]([O:8][C:9]1[CH:15]=[C:14]([O:16][C:17]2[CH:22]=[CH:21][C:20]([S:23]([CH3:26])(=[O:25])=[O:24])=[CH:19][CH:18]=2)[CH:13]=[CH:12][C:10]=1[NH:11][N:28]=[C:33]([CH3:32])[C:34]([O:36][CH2:37][CH3:38])=[O:35])[C:2]1[CH:3]=[CH:4][CH:5]=[CH:6][CH:7]=1 |f:2.3,5.6|. Procedure details: 2-(Benzyloxy)-4-[4-(methylsulfonyl)phenoxy]aniline (43.8 g) was suspended in a mixed solvent of acetonitrile (50 mL)-ethanol (400 mL), and concentrated hydrochloric acid (25 mL) was added at 10° C. Then, ethanol (100 ml) was added. Sodium nitrite (9.8 g) dissolved in water (16 mL) was added dropwise at −5 to 0° C., and the mixture was stirred at −5° C. for 30 min. Water (100 mL) was added to reaction mixture, and the mixture was added dropwise to a mixture of ethyl 2-methyl-3-oxobutanoate (18.8 ... The reactants are [N+](=O)([O-])C1=C(C=CC=C1)N=NC1=C(C(=CC(=C1)C(C)(C)C)C(C)(C)C)O (2-nitro-2'-hydroxy-3',5'-di-tert-butylazobenzene). The reagents and catalysts are [Pd] (palladium on charcoal). The solvent is C(C)(C)O.C(C)N(CC)CC (isopropanol triethylamine). The product is OC1=C(C=C(C=C1C(C)(C)C)C(C)(C)C)N1N=C2C(=N1)C=CC=C2 (2-(2-Hydroxy-3,5-di-tert-butylphenyl)-2H-benzotriazole). The yield is 77.0%. Reaction SMILES: [N+:1]([C:4]1[CH:9]=[CH:8][CH:7]=[CH:6][C:5]=1[N:10]=[N:11][C:12]1[CH:17]=[C:16]([C:18]([CH3:21])([CH3:20])[CH3:19])[CH:15]=[C:14]([C:22]([CH3:25])([CH3:24])[CH3:23])[C:13]=1[OH:26])([O-])=O>C(O)(C)C.C(N(CC)CC)C.[Pd]>[OH:26][C:13]1[C:14]([C:22]([CH3:25])([CH3:24])[CH3:23])=[CH:15][C:16]([C:18]([CH3:21])([CH3:20])[CH3:19])=[CH:17][C:12]=1[N:11]1[N:10]=[C:5]2[CH:6]=[CH:7][CH:8]=[CH:9][C:4]2=[N:1]1 |f:1.2|. Reported procedure: When using the general procedure of Example 5, a 23% by weight suspension of 2-nitro-2'-hydroxy-3',5'-di-tert-butylazobenzene in isopropanol/triethylamine (1/0.18) was hydrogenated at 45° C. at 1 atmosphere pressure for 3 hours in the presence of 3% of a 5% palladium on charcoal catalyst the above noted product was obtained in a yield of 77%. Run at time 1 hour. Starting materials: C1(=CC=CC=C1)C#CC1=CC=C(C(=O)NC2=C(C=CC=C2)S(N)(=O)=O)C=C1 (4-phenylethynyl-N-(2-sulfamoylphenyl)benzamide), C(CCCCC)(=O)Cl (hexanoyl chloride). Reagents/catalysts: CN(C1=CC=NC=C1)C (4-dimethylaminopyridine). Yield: 84.6%. The solvent is O1CCCC1 (tetrahydrofuran). Reaction SMILES: [C:1](Cl)(=[O:7])[CH2:2]CCCC.[C:9]1([C:15]#[C:16][C:17]2[CH:35]=[CH:34][C:20]([C:21]([NH:23][C:24]3[CH:29]=[CH:28][CH:27]=[CH:26][C:25]=3[S:30](=[O:33])(=[O:32])[NH2:31])=[O:22])=[CH:19][CH:18]=2)[CH:14]=[CH:13][CH:12]=[CH:11][CH:10]=1>CN(C)C1C=CN=CC=1.O1CCCC1>[C:9]1([C:15]#[C:16][C:17]2[CH:35]=[CH:34][C:20]([C:21]([NH:23][C:24]3[CH:29]=[CH:28][CH:27]=[CH:26][C:25]=3[S:30]([NH:31][C:1](=[O:7])[CH3:2])(=[O:33])=[O:32])=[O:22])=[CH:19][CH:18]=2)[CH:10]=[CH:11][CH:12]=[CH:13][CH:14]=1. The product is C1(=CC=CC=C1)C#CC1=CC=C(C(=O)NC2=C(C=CC=C2)S(=O)(=O)NC(C)=O)C=C1 (N-[2-(4-Phenylethynylbenzamido)benzenesulfonyl]acetamide). Procedure: In a stream of nitrogen and at 0° C., 0.20 ml (1.46 mmol) of hexanoyl chloride was added to an anhydrous tetrahydrofuran (10 ml) solution containing 500 mg (1.30 mmol) of 4-phenylethynyl-N-(2-sulfamoylphenyl)benzamide produced in Reference Example 10 and 320 mg (2.60 mmol) of 4-dimethylaminopyridine, the mixture was stirred at room temperature for 1 hour and then the solvent was evaporated under a reduced pressure. The resulting residue was dissolved in ethyl acetate, washed with water, a potass... Reactants: CCOC(=O)Cn1ccc2ccc(O)cc21, CCCCP(CCCC)CCCC, OCc1cc(-c2ccc(OC(F)(F)F)cc2)nn1C(F)F. Product: CCOC(=O)Cn1ccc2ccc(OCc3cc(-c4ccc(OC(F)(F)F)cc4)nn3C(F)F)cc21. Reaction SMILES: [CH2:1]([CH3:2])[O:3][C:4]([CH2:5][n:6]1[cH:7][cH:8][c:9]2[cH:10][cH:11][c:12]([OH:15])[cH:13][c:14]12)=[O:16].[CH2:38]([P:39]([CH2:40][CH2:41][CH2:42][CH3:43])[CH2:44][CH2:45][CH2:46][CH3:47])[CH2:48][CH2:49][CH3:50].[F:17][CH:18]([n:19]1[n:20][c:21](-[c:26]2[cH:27][cH:28][c:29]([O:32][C:33]([F:34])([F:35])[F:36])[cH:30][cH:31]2)[cH:22][c:23]1[CH2:24][OH:25])[F:37]>>[CH2:1]([CH3:2])[O:3][C:4]([CH2:5][n:6]1[cH:7][cH:8][c:9]2[cH:10][cH:11][c:12]([O:15][CH2:24][c:23]3[n:19]([CH:18]([F:17])[F:37])[n:20][c:21](-[c:26]4[cH:27][cH:28][c:29]([O:32][C:33]([F:34])([F:35])[F:36])[cH:30][cH:31]4)[cH:22]3)[cH:13][c:14]12)=[O:16]. Starting materials: C(C)(=O)OCC.O (ethyl acetate water), CC(C(=O)Cl)(C(=O)Cl)C (dimethylmalonyl chloride), OC1=CC=C(C(=O)C2=CC=CC=C2)C=C1 (4-hydroxybenzophenone). Reaction conditions: temperature 0 celsius, time 0.5 hour. Procedure details: To a solution of 2 g (12 mmol) of dimethylmalonyl chloride in 19 ml of methylene chloride, a solution of 2 g (10 mmol) of 4-hydroxybenzophenone in 10 ml of pyridine was added over 15 min at -5° C. The mixture was stirred at 0° C. for 0.5 h, allowed to warm to 25° C. over 1 h, then stripped of the solvent, and finally stirred with 1:1 ethyl acetate-water for 1.5 h at 25° C. The organic phase was washed with cold 2% hydrochloric acid, then with water, and finally extracted with 5% sodium bicarbona... Yields the product CC(C(=O)OC1=CC=C(C(=O)C2=CC=CC=C2)C=C1)(C)C(=O)O (4-(2-methyl-2-carboxy-propionyloxy)-benzophenone). RXN SMILES: [CH3:1][C:2]([CH3:9])([C:6](Cl)=[O:7])[C:3](Cl)=[O:4].[OH:10][C:11]1[CH:24]=[CH:23][C:14]([C:15]([C:17]2[CH:22]=[CH:21][CH:20]=[CH:19][CH:18]=2)=[O:16])=[CH:13][CH:12]=1.C(OCC)(=[O:27])C.O>C(Cl)Cl.N1C=CC=CC=1>[CH3:1][C:2]([C:6]([OH:27])=[O:7])([CH3:9])[C:3]([O:10][C:11]1[CH:12]=[CH:13][C:14]([C:15]([C:17]2[CH:22]=[CH:21][CH:20]=[CH:19][CH:18]=2)=[O:16])=[CH:23][CH:24]=1)=[O:4] |f:2.3|. Run in C(Cl)Cl (methylene chloride), N1=CC=CC=C1 (pyridine). The reactants are Cc1ccc(N(CC(=O)O)S(=O)(=O)c2ccc(C(C)(C)C)cc2)cc1, CCNCc1cccnc1. The product is CCN(Cc1cccnc1)C(=O)CN(c1ccc(C)cc1)S(=O)(=O)c1ccc(C(C)(C)C)cc1. Reaction SMILES: [C:1]([CH3:2])([CH3:3])([CH3:4])[c:5]1[cH:6][cH:7][c:8]([S:11](=[O:12])(=[O:13])[N:14]([c:15]2[cH:16][cH:17][c:18]([CH3:21])[cH:19][cH:20]2)[CH2:22][C:23](=[O:24])[OH:25])[cH:9][cH:10]1.[CH2:26]([CH3:27])[NH:28][CH2:29][c:30]1[cH:31][n:32][cH:33][cH:34][cH:35]1>>[C:1]([CH3:2])([CH3:3])([CH3:4])[c:5]1[cH:6][cH:7][c:8]([S:11](=[O:12])(=[O:13])[N:14]([c:15]2[cH:16][cH:17][c:18]([CH3:21])[cH:19][cH:20]2)[CH2:22][C:23](=[O:24])[N:28]([CH2:26][CH3:27])[CH2:29][c:30]2[cH:31][n:32][cH:33][cH:34][cH:35]2)[cH:9][cH:10]1. Reactants: Br, O=C([O-])O, CC(C)=O, COC(=O)Cl, NC1=NC(c2ccccc2)CN1, [Na+]. The product is COC(=O)NC1=NC(c2ccccc2)CN1. As a reaction SMILES: [BrH:6].[C:19](=[O:20])([OH:21])[O-:22].[CH3:24][C:25](=[O:26])[CH3:27].[Cl:1][C:2](=[O:3])[O:4][CH3:5].[NH2:7][C:8]1=[N:12][CH:11]([c:13]2[cH:14][cH:15][cH:16][cH:17][cH:18]2)[CH2:10][NH:9]1.[Na+:23]>>[C:2](=[O:3])([O:4][CH3:5])[NH:7][C:8]1=[N:12][CH:11]([c:13]2[cH:14][cH:15][cH:16][cH:17][cH:18]2)[CH2:10][NH:9]1.